Dataset: the Open Reaction Database (ORD), a public repository of structured organic reaction records. Task: describe an organic reaction: reactants, conditions, products, and yield The reactants are C(=O)(OCC1=CC=CC=C1)N1[C@H](C(=O)O)C[C@@H](C1)F (cis-N-carbobenzyloxy-4-fluoro-L-proline), Br (hydrogen bromide), CCOCC (Ether). The solvent is C(C)(=O)O (acetic acid). Run at time 1 hour. The product is Br.F[C@H]1C[C@H](NC1)C(=O)O (cis-4-Fluoro-L-proline, hydrobromide). Reaction SMILES: C([N:11]1[CH2:18][C@@H:17]([F:19])[CH2:16][C@H:12]1[C:13]([OH:15])=[O:14])(OCC1C=CC=CC=1)=O.[BrH:20].CCOCC>C(O)(=O)C>[BrH:20].[F:19][C@@H:17]1[CH2:18][NH:11][C@H:12]([C:13]([OH:15])=[O:14])[CH2:16]1 |f:4.5|. Procedure: The cis-N-carbobenzyloxy-4-fluoro-L-proline (5.5 g., 0.021 mole) is treated with 28 ml. of hydrogen bromide in acetic acid (30-32%), stoppered loosely, and stirred for one hour. Ether (300 ml.) is added to the yellow mixture and when the crystalline product has settled the ethereal liquor is decanted and the material washed with 300 ml. of fresh ether by decantation. The product is finally heated in the steam bath with 70 ml. of methyl ethyl ketone, cooled for two hours, washed with cold methyl ... The reactants are [BH4-], COC(=O)c1ccc(C(C)=O)cn1, C1CCOC1, CO, [Na+]. Yields the product COC(=O)c1ccc(C(C)O)cn1. Reaction SMILES: [BH4-:19].[C:1]([CH3:2])(=[O:3])[c:4]1[cH:5][cH:6][c:7]([C:10](=[O:11])[O:12][CH3:13])[n:8][cH:9]1.[CH2:14]1[O:15][CH2:16][CH2:17][CH2:18]1.[CH3:21][OH:22].[Na+:20]>>[CH:1]([CH3:2])([OH:3])[c:4]1[cH:5][cH:6][c:7]([C:10](=[O:11])[O:12][CH3:13])[n:8][cH:9]1. Reactants: NC(NCCC[C@@H](NC(C(C1=CC=CC=C1)C1=CC=CC=C1)=O)C(=O)NCC1=CC=C(C=C1)CN1C(NCC1)=O)=N[N+](=O)[O-] ((R)-N5 -[amino(nitroimino)methyl]-N2 -(diphenylacetyl)-N-[[4-[(2-oxo-1-imidazolidinyl)methyl]phenyl]methyl]-ornithinamide), C(C)(=O)O (acetic acid). The reagents and catalysts are [Pd] (palladium black). Product: C1(=CC=CC=C1)C(C(=O)N[C@H](CCCNC(N)=N)C(=O)NCC1=CC=C(C=C1)CN1C(NCC1)=O)C1=CC=CC=C1.C(C)(=O)[O-] ((R)-N2 -(Diphenylacetyl)-N-[[4-[(2-oxo-1-imidazolidinyl)-methyl]phenyl]methyl]-argininamide acetate). The yield is 32.0%. Reaction SMILES: [NH2:1][C:2](=[N:41][N+]([O-])=O)[NH:3][CH2:4][CH2:5][CH2:6][C@H:7]([C:24]([NH:26][CH2:27][C:28]1[CH:33]=[CH:32][C:31]([CH2:34][N:35]2[CH2:39][CH2:38][NH:37][C:36]2=[O:40])=[CH:30][CH:29]=1)=[O:25])[NH:8][C:9](=[O:23])[CH:10]([C:17]1[CH:22]=[CH:21][CH:20]=[CH:19][CH:18]=1)[C:11]1[CH:16]=[CH:15][CH:14]=[CH:13][CH:12]=1.[C:45]([OH:48])(=[O:47])[CH3:46]>[Pd]>[C:17]1([CH:10]([C:11]2[CH:16]=[CH:15][CH:14]=[CH:13][CH:12]=2)[C:9]([NH:8][C@@H:7]([C:24]([NH:26][CH2:27][C:28]2[CH:29]=[CH:30][C:31]([CH2:34][N:35]3[CH2:39][CH2:38][NH:37][C:36]3=[O:40])=[CH:32][CH:33]=2)=[O:25])[CH2:6][CH2:5][CH2:4][NH:3][C:2](=[NH:1])[NH2:41])=[O:23])[CH:18]=[CH:19][CH:20]=[CH:21][CH:22]=1.[C:45]([O-:48])(=[O:47])[CH3:46] |f:3.4|. Procedure details: Prepared analogously to Example 4c) from (R)-N5 -[amino(nitroimino)methyl]-N2 -(diphenylacetyl)-N-[[4-[(2-oxo-1-imidazolidinyl)methyl]phenyl]methyl]-ornithinamide by catalytic hydrogenation in the presence of palladium black and 80% aqueous acetic acid in a yield of 32% of theory. The reactants are C(#N)C=1C=C2CC(CNC2=CC1)NS(=O)(=O)C1=CC=CC=C1 (N-(6-Cyano-1,2,3,4-tetrahydroquinolin-3-yl)-benzenesulfonamide), [H-].[Na+] (NaH), C[Si](CCOCCl)(C)C (2-(trimethylsilyl)ethoxymethyl chloride). Run in CN(C)C=O (DMF). Conditions: time 30 minute. Yields the product ClC=1C=C(C=CC1)N1CC(CC2=CC(=CC=C12)C#N)NS(=O)(=O)C1=CC=CC=C1 (N-(1-(3-Chlorophenyl)-6-cyano-1,2,3,4-tetrahydroquinolin-3-yl)-benzenesulfonamide). The yield is 146.3%. Reaction SMILES: [C:1]([C:3]1[CH:4]=[C:5]2[C:10](=[CH:11][CH:12]=1)[NH:9][CH2:8][CH:7]([NH:13][S:14]([C:17]1[CH:22]=[CH:21][CH:20]=[CH:19][CH:18]=1)(=[O:16])=[O:15])[CH2:6]2)#[N:2].[H-].[Na+].C[Si](C)(C)CCO[CH2:30][Cl:31]>CN(C=O)C>[Cl:31][C:30]1[CH:11]=[C:12]([N:9]2[C:10]3[C:5](=[CH:4][C:3]([C:1]#[N:2])=[CH:12][CH:11]=3)[CH2:6][CH:7]([NH:13][S:14]([C:17]3[CH:22]=[CH:21][CH:20]=[CH:19][CH:18]=3)(=[O:16])=[O:15])[CH2:8]2)[CH:3]=[CH:4][CH:5]=1 |f:1.2|. Procedure: To a solution of 153A (627 mg, 2 mmol) in DMF (5 mL) at RT was added NaH (96 mg, 2.4 mmol) in portions. After addition, the reaction was stirred at RT for 30 min, and then 2-(trimethylsilyl)ethoxymethyl chloride (0.37 mL, 2.10 mmol) was added dropwise. After addition, the reaction was stirred at RT for 1 h, then quenched carefully with water. The mixture was extracted with EtOAc (3×30 mL), and the combined extracts washed with brine, dried (Na2SO4), and concentrated. The resulting residue was ch... The reactants are C(C)(C)(C)OCC1CO1 (t-butylglycidyl ether), CC(CC1=CC=C(C=C1)OC)(C)N (1,1-dimethyl-2-(4-methoxyphenyl)ethylamine). The product is OC(CNC(CC1=CC=C(C=C1)OC)(C)C)COC(C)(C)C (N-(2-Hydroxy-3-t-butoxypropyl)-1,1-dimethyl-2-(4-methoxyphenyl)ethylamine). Yield: 34.3%. Reaction SMILES: [C:1]([O:5][CH2:6][CH:7]1[O:9][CH2:8]1)([CH3:4])([CH3:3])[CH3:2].[CH3:10][C:11]([NH2:22])([CH3:21])[CH2:12][C:13]1[CH:18]=[CH:17][C:16]([O:19][CH3:20])=[CH:15][CH:14]=1>>[OH:9][CH:7]([CH2:6][O:5][C:1]([CH3:2])([CH3:3])[CH3:4])[CH2:8][NH:22][C:11]([CH3:21])([CH3:10])[CH2:12][C:13]1[CH:18]=[CH:17][C:16]([O:19][CH3:20])=[CH:15][CH:14]=1. Procedure: Using the method of Example 15, supra, t-butylglycidyl ether (142 mg, 1.0 mmol) and 1,1-dimethyl-2-(4-methoxyphenyl)ethylamine (197 mg, 1.1 mmol) were used to prepare 106 mg of the title compound as a clear, colorless oil: GC/EI-MS, m/z (rel. int.) 310 (M+1. 0.3), 294 (0.5), 222 (1.8), 188 (67.9), 163 (14.6), 132 (100), 121 (19.1); 1H-NMR (CDCl3) δ 7.09 (2H, d, J=8.6), 6.82 (2H, d, J=8.6), 3.78 (3H, s), 3.68 (1H, m), 3.37 (2H, m), 2.27 (1H, dd, J=11.5 and 4.2), 2.63 (3H, m), 1.19 (9H, s), 1.05 (... The reactants are [Cr](=O)(=O)(O)O (Chromic acid), solution, [Cr](=O)(=O)([O-])O[Cr](=O)(=O)[O-].[Na+].[Na+] (sodium dichromate), S(O)(O)(=O)=O (sulphuric acid), CC1=C(C(N(CO1)C(C)(C(CC=C)O)C)=O)C1=CC=CC=C1 (2-(2,3-dihydro-6-methyl-4-oxo-5-phenyl-4H-1,3-oxazin-3-yl)-2-methylhex-5-ene-3-ol). Run in O (water), CCOCC (ether), O (water). Product: CC1=C(C(N(CO1)C(C)(C(CC=C)=O)C)=O)C1=CC=CC=C1 (2-(2,3-dihydro-6-methyl-4-oxo-5-phenyl-4H-1,3-oxazin-3-yl)-2-methylhex-5-en-3-one). Isolated yield 12.1%. As a reaction SMILES: [Cr](O)(O)(=O)=O.[Cr](O[Cr]([O-])(=O)=O)([O-])(=O)=O.[Na+].[Na+].S(=O)(=O)(O)O.[CH3:22][C:23]1[O:28][CH2:27][N:26]([C:29]([CH3:36])([CH:31]([OH:35])[CH2:32][CH:33]=[CH2:34])[CH3:30])[C:25](=[O:37])[C:24]=1[C:38]1[CH:43]=[CH:42][CH:41]=[CH:40][CH:39]=1>O.CCOCC>[CH3:22][C:23]1[O:28][CH2:27][N:26]([C:29]([CH3:30])([C:31](=[O:35])[CH2:32][CH:33]=[CH2:34])[CH3:36])[C:25](=[O:37])[C:24]=1[C:38]1[CH:43]=[CH:42][CH:41]=[CH:40][CH:39]=1 |f:1.2.3|. Procedure details: Chromic acid [1.7 ml of a solution prepared by the addition of a solution of sodium dichromate (0.4 g) in water (1.2 ml) to concentrated sulphuric acid (0.54 ml) and diluted to 2 ml with water] was added dropwise at 25° C. to a stirred solution of 2-(2,3-dihydro-6-methyl-4-oxo-5-phenyl-4H-1,3-oxazin-3-yl)-2-methylhex-5-ene-3-ol (1.0 g) in ether. After 18 hours the ether layer was separated, washed with sodium bicarbonate solution (2N) and with brine, dried (magnesium sulphate) and evaporated. Th... Reactants: FC1=CC(=C(C(=O)NC2=CC=C(C=C2)[N+](=O)[O-])C=C1F)O (4,5-difluoro-2-hydroxy-N-(4-nitrophenyl)benzamide), C1(=CC=C(C=C1)S(=O)(=O)O)C (p-toluenesulfonic acid), C([O-])(O)=O.[Na+] (sodium bicarbonate), O (water). Solvent: C1(=CC=CC=C1)C (toluene). Yields the product FC=1C(=CC2=C(C(N(CO2)C2=CC=C(C=C2)[N+](=O)[O-])=O)C1)F (6,7-difluoro-3-(4-nitrophenyl)-2,3-dihydrobenzo[e][1,3]oxazin-4-one). The yield is 0.7%. Reaction SMILES: [F:1][C:2]1[C:19]([F:20])=[CH:18][C:5]([C:6]([NH:8][C:9]2[CH:14]=[CH:13][C:12]([N+:15]([O-:17])=[O:16])=[CH:11][CH:10]=2)=[O:7])=[C:4]([OH:21])[CH:3]=1.[C:22]1(C)C=CC(S(O)(=O)=O)=CC=1.O.C(=O)(O)[O-].[Na+]>C1(C)C=CC=CC=1>[F:20][C:19]1[C:2]([F:1])=[CH:3][C:4]2[O:21][CH2:22][N:8]([C:9]3[CH:14]=[CH:13][C:12]([N+:15]([O-:17])=[O:16])=[CH:11][CH:10]=3)[C:6](=[O:7])[C:5]=2[CH:18]=1 |f:3.4|. Procedure details: To 4,5-difluoro-2-hydroxy-N-(4-nitrophenyl)benzamide (0.13 g, 0.44 mmol) in toluene (5 ml) was added paraformadehyde (0.3 g, 10 mmol) and p-toluenesulfonic acid (0.01 g, 0.05 mmol) and the reaction heated to 120° C. for 3 hr with azeotropic removal of water. Saturated sodium bicarbonate (10 ml) was added and product extracted with ethyl acetate, dried over anhydrous sodium sulfate and concentrated to give 0.11 mg (81%) of 6,7-difluoro-3-(4-nitrophenyl)-2,3-dihydrobenzo[e][1,3]oxazin-4-one. RP-HP... The reactants are CC1(OCCO1)C1=CC=C(O1)CN1N=C(C=C1)N (1-[5-(2-methyl-[1,3]dioxolan-2-yl)-furan-2-ylmethyl]-1H-pyrazol-3-ylamine), C1(=CC(=CC=C1)C1=C(N=C(O1)C)C(=O)O)C1=CC=CC=C1 (5-biphenyl-3-yl-2-methyl-oxazole-4-carboxylic acid). The product is C(C)(=O)C1=CC=C(O1)CN1N=C(C=C1)NC(=O)C=1N=C(OC1C=1C=C(C=CC1)C1=CC=CC=C1)C (5-Biphenyl-3-yl-2-methyl-oxazole-4-carboxylic acid [1-(5-acetyl-furan-2-ylmethyl)-1H-pyrazol-3-yl]-amide). RXN SMILES: [CH3:1][C:2]1([C:7]2[O:11][C:10]([CH2:12][N:13]3[CH:17]=[CH:16][C:15]([NH2:18])=[N:14]3)=[CH:9][CH:8]=2)[O:6]CCO1.[C:19]1([C:34]2[CH:39]=[CH:38][CH:37]=[CH:36][CH:35]=2)[CH:24]=[CH:23][CH:22]=[C:21]([C:25]2[O:29][C:28]([CH3:30])=[N:27][C:26]=2[C:31](O)=[O:32])[CH:20]=1>>[C:2]([C:7]1[O:11][C:10]([CH2:12][N:13]2[CH:17]=[CH:16][C:15]([NH:18][C:31]([C:26]3[N:27]=[C:28]([CH3:30])[O:29][C:25]=3[C:21]3[CH:20]=[C:19]([C:34]4[CH:39]=[CH:38][CH:37]=[CH:36][CH:35]=4)[CH:24]=[CH:23][CH:22]=3)=[O:32])=[N:14]2)=[CH:9][CH:8]=1)(=[O:6])[CH3:1]. Procedure: Following general procedure B followed by T, starting from 1-[5-(2-methyl-[1,3]dioxolan-2-yl)-furan-2-ylmethyl]-1H-pyrazol-3-ylamine and 5-biphenyl-3-yl-2-methyl-oxazole-4-carboxylic acid. LC-MS-conditions 02: tR=1.11 min; [M+H]+=467.31. The reactants are [SH2]=N.C(C1=CC=CC=C1)NC(=O)C1=C(C(=O)O)C=CC=C1 (benzylcarbamoyl-benzoic acid sulfimide), O (water), CC(=O)C (aceton), ClC1=CC=C(N)C=C1 (p-chloroaniline). The solvent is O.CC(=O)C (water aceton), C(C)N(CC)CC (triethylamine). Conditions: time 5 hour. The product is ClC1=CC=C(C=C1)NC(=O)NCC1=CC=CC=C1 (1-(4-chlorophenyl)-3-benzylurea). The yield is 82.5%. Reaction SMILES: [SH2]=N.[CH2:3]([NH:10][C:11](C1C=CC=CC=1C(O)=O)=[O:12])[C:4]1[CH:9]=[CH:8][CH:7]=[CH:6][CH:5]=1.O.CC(C)=O.[Cl:27][C:28]1[CH:34]=[CH:33][C:31]([NH2:32])=[CH:30][CH:29]=1>O.CC(C)=O.C(N(CC)CC)C>[Cl:27][C:28]1[CH:34]=[CH:33][C:31]([NH:32][C:11]([NH:10][CH2:3][C:4]2[CH:5]=[CH:6][CH:7]=[CH:8][CH:9]=2)=[O:12])=[CH:30][CH:29]=1 |f:0.1,5.6|. Reported procedure: 6.32 g benzylcarbamoyl-benzoic acid sulfimide was suspended in 40 ml of a 1:1 mixture of water and aceton. 2.55 g p-chloroaniline was added to the suspension, then a solution of 2.8 ml triethylamine with 10 ml of a 1:1 water-aceton mixture was added dropwise at ambient temperature during a half hour. The reaction mixture was stirred for 5 hours at room temperature, the obtained product was evacuated, washed with a 1:1 mixture of water and aceton and dried. 4.3 g 1-(4-chlorophenyl)-3-benzylurea w... The reactants are IC (iodomethane), [H-].[Na+] (sodium hydride), O=C1CCC2(COC3=C2C=CC=C3)CCN1 (1,2,3,5,6,7-Hexahydro-7-oxospiro[4H-azepine-4,3'(2H)-benzofuran]). Solvent: CN(C)C=O (DMF), CN(C)C=O (DMF), C(C)(=O)OCC (ethyl acetate). Run at time 5 minute. Yields the product CN1CCC2(COC3=C2C=CC=C3)CCC1=O (1,2,3,5,6,7-Hexahydro-1-methyl-7-oxospiro[4H-azepine-4,3'(2H)-benzofuran]). Yield: 81.9%. Reaction SMILES: [O:1]=[C:2]1[NH:16][CH2:15][CH2:14][C:5]2([C:9]3[CH:10]=[CH:11][CH:12]=[CH:13][C:8]=3[O:7][CH2:6]2)[CH2:4][CH2:3]1.[H-].[Na+].I[CH3:20]>CN(C=O)C.C(OCC)(=O)C>[CH3:20][N:16]1[C:2](=[O:1])[CH2:3][CH2:4][C:5]2([C:9]3[CH:10]=[CH:11][CH:12]=[CH:13][C:8]=3[O:7][CH2:6]2)[CH2:14][CH2:15]1 |f:1.2|. Reported procedure: 1,2,3,5,6,7-Hexahydro-7-oxospiro[4H-azepine-4,3'(2H)-benzofuran] (D25, 0.42 g, 1.9 mmol) was dissolved in dry DMF (10 ml) and added under Ar to sodium hydride (80% in mineral oil, 0.09 g, 3 mmol) in dry DMF (1 ml). After stirring for 5 min, iodomethane (0.24 ml, 3.8 mmol) was added. The mixture was stirred for 1 h, diluted with ethyl acetate (150 ml), washed with water and brine, dried (Na2SO4) and evaporated to give the title compound (0.36 g, 79%) as yellow semi-solid.